This data is from the Open Reaction Database (ORD), a public repository of structured organic reaction records. The task is: describe an organic reaction: reactants, conditions, products, and yield Starting materials: BrCC1=CC(=C(C=C1)OC)C (4-bromomethyl-1-methoxy-2-methylbenzene), C1(CC1)N(S(=O)(=O)C1=CC=CC=C1)C1CCNCC1 (N-cyclopropyl-N-piperidin-4-yl-benzenesulfonamide). Product: C1(CC1)N(S(=O)(=O)C1=CC=CC=C1)C1CCN(CC1)CC1=CC(=C(C=C1)OC)C (N-Cyclopropyl-N-[1-(3-methyl-4-methoxybenzyl)piperidin-4-yl]benzenesulfonamide). RXN SMILES: Br[CH2:2][C:3]1[CH:8]=[CH:7][C:6]([O:9][CH3:10])=[C:5]([CH3:11])[CH:4]=1.[CH:12]1([N:15]([CH:25]2[CH2:30][CH2:29][NH:28][CH2:27][CH2:26]2)[S:16]([C:19]2[CH:24]=[CH:23][CH:22]=[CH:21][CH:20]=2)(=[O:18])=[O:17])[CH2:14][CH2:13]1>>[CH:12]1([N:15]([CH:25]2[CH2:30][CH2:29][N:28]([CH2:2][C:3]3[CH:8]=[CH:7][C:6]([O:9][CH3:10])=[C:5]([CH3:11])[CH:4]=3)[CH2:27][CH2:26]2)[S:16]([C:19]2[CH:24]=[CH:23][CH:22]=[CH:21][CH:20]=2)(=[O:17])=[O:18])[CH2:14][CH2:13]1. Reported procedure: N-Cyclopropyl-N-[1-(3-methyl-4-methoxybenzyl)piperidin-4-yl]benzenesulfonamide was prepared from 4-bromomethyl-1-methoxy-2-methylbenzene and N-cyclopropyl-N-piperidin-4-yl-benzenesulfonamide according to the above procedure. LC: 100%. MS: m/z=415.2, 416.2 (M+H+). 1H NMR (400 MHz, CDCl3): δ 7.82 (2H, d, J=8.0 Hz), 7.60 (1H, m), 7.52 (2H, m), 7.29 (1H, m), 7.21 (1H, s), 6.85 (1H, d, J=8.8 Hz), 4.13 (2H, s), 4.05 (1H, s), 3.85 (3H, s), 3.54 (2H, m), 2.63 (4H, m), 2.22 (3H, s), 1.75 (3H, m), 0.93 (2... The reactants are Cc1c(Br)cc(Oc2ccc(F)cc2F)cc1[N+](=O)[O-], CCO, [Cl-], [Fe], [NH4+], O. The product is Cc1c(N)cc(Oc2ccc(F)cc2F)cc1Br. As a reaction SMILES: [Br:1][c:2]1[c:3]([CH3:20])[c:4]([N+:17]([O-:18])=[O:19])[cH:5][c:6]([O:8][c:9]2[c:10]([F:16])[cH:11][c:12]([F:15])[cH:13][cH:14]2)[cH:7]1.[CH3:24][CH2:25][OH:26].[Cl-:22].[Fe:27].[NH4+:23].[OH2:21]>>[Br:1][c:2]1[c:3]([CH3:20])[c:4]([NH2:17])[cH:5][c:6]([O:8][c:9]2[c:10]([F:16])[cH:11][c:12]([F:15])[cH:13][cH:14]2)[cH:7]1. Reactants: CC1NC(C=2N(C1)N=C(C2)COC2=CC=CC=C2)=O (rac-6-methyl-2-phenoxymethyl-6,7-dihydro-5H-pyrazolo[1,5-a]pyrazin-4-one), C(C)OC(=O)C=1NN=C(C1)COC1=CC=CC=C1 (5-phenoxymethyl-2H-pyrazole-3-carboxylic acid ethyl ester), C(C)(C)(C)OC(NCC(C)O)=O (rac-2-hydroxy-propyl-carbamic acid tert-butyl ester), CC1NCC=2N(C1)N=C(C2)COC2=CC=CC=C2 (rac-6-methyl-2-phenoxymethyl-4,5,6,7-tetrahydro-pyrazolo[1,5-a]pyrazine), C(C)OC(=O)C=1N(N=C(C1)COC1=CC=CC=C1)CC(C)NC(=O)OC(C)(C)C (rac-2-(2-tert-butoxycarbonylamino-propyl)-5-phenoxymethyl-2H-pyrazole-3-carboxylic acid ethyl ester). Yields the product CC1CNCC=2N1N=C(C2)COC2=CC=CC=C2 (rac-7-methyl-2-phenoxymethyl-4,5,6,7-tetrahydro-pyrazolo[1,5-a]pyrazine). RXN SMILES: C(O[C:4]([C:6]1[NH:7][N:8]=[C:9]([CH2:11][O:12][C:13]2[CH:18]=[CH:17][CH:16]=[CH:15][CH:14]=2)[CH:10]=1)=O)C.C(OC(=O)[NH:25][CH2:26][CH:27](O)[CH3:28])(C)(C)C.C(OC(C1N(CC(NC(OC(C)(C)C)=O)C)N=C(COC2C=CC=CC=2)C=1)=O)C.CC1CN2N=C(COC3C=CC=CC=3)C=C2C(=O)N1.CC1CN2N=C(COC3C=CC=CC=3)C=C2CN1>>[CH3:28][CH:27]1[N:7]2[N:8]=[C:9]([CH2:11][O:12][C:13]3[CH:14]=[CH:15][CH:16]=[CH:17][CH:18]=3)[CH:10]=[C:6]2[CH2:4][NH:25][CH2:26]1. Reported procedure: The compound was prepared from 5-phenoxymethyl-2H-pyrazole-3-carboxylic acid ethyl ester and rac-2-hydroxy-propyl-carbamic acid tert-butyl ester using the methods described in the preceding examples 11 (rac-2-(2-tert-butoxycarbonylamino-propyl)-5-phenoxymethyl-2H-pyrazole-3-carboxylic acid ethyl ester), 12 (rac-6-methyl-2-phenoxymethyl-6,7-dihydro-5H-pyrazolo[1,5-a]pyrazin-4-one), and 13 (rac-6-methyl-2-phenoxymethyl-4,5,6,7-tetrahydro-pyrazolo[1,5-a]pyrazine). Reported procedure: A solution of a Grignard reagent is prepared by reaction of 11.35 g of 4-chloro-1-methylpiperidine with 2.3 g of magnesium in 70 ml of tetrahydrofuran and is then treated for 10 minutes with a solution of 16.1 g 2-(2,5-difluorophenylthio)-5-chlorobenzaldehyde in 40 ml of tetrahydrofuran, added dropwise. The mixture is refluxed for 4 hours and, after cooling, decomposed with a 20% ammonium chloride solution and extracted with benzene. The extract is washed with water, dried with potassium carbona... The yield is 100.0%. Solvent: O1CCCC1 (tetrahydrofuran), O1CCCC1 (tetrahydrofuran). Reactants: FC1=C(C=C(C=C1)F)SC1=C(C=O)C=C(C=C1)Cl (2-(2,5-difluorophenylthio)-5-chlorobenzaldehyde), [Cl-].[NH4+] (ammonium chloride), ClC1CCN(CC1)C (4-chloro-1-methylpiperidine), [Mg] (magnesium). As a reaction SMILES: Cl[CH:2]1[CH2:7][CH2:6][N:5]([CH3:8])[CH2:4][CH2:3]1.[Mg].[F:10][C:11]1[CH:16]=[CH:15][C:14]([F:17])=[CH:13][C:12]=1[S:18][C:19]1[CH:26]=[CH:25][C:24]([Cl:27])=[CH:23][C:20]=1[CH:21]=[O:22].[Cl-].[NH4+]>O1CCCC1>[CH3:8][N:5]1[CH2:6][CH2:7][CH:2]([CH:21]([OH:22])[C:20]2[CH:23]=[C:24]([Cl:27])[CH:25]=[CH:26][C:19]=2[S:18][C:12]2[CH:13]=[C:14]([F:17])[CH:15]=[CH:16][C:11]=2[F:10])[CH2:3][CH2:4]1 |f:3.4|. The product is Grignard reagent, CN1CCC(CC1)C(C1=C(C=CC(=C1)Cl)SC1=C(C=CC(=C1)F)F)O (α-(-methyl-4-piperidyl)-2-(2,5-difluorophenylthio)-5-chlorobenzyl alcohol). Starting materials: CCOC(C)=O, CCO, CSc1ccc(COc2c(C)c(C)c3c(c2C)C(c2ccc(C(C)C)cc2)C(C)(C)O3)cc1, [O-][I+3]([O-])([O-])[O-], [Na+], O. Product: Cc1c(C)c2c(c(C)c1OCc1ccc(S(C)=O)cc1)C(c1ccc(C(C)C)cc1)C(C)(C)O2. As a reaction SMILES: [CH3:41][CH2:42][O:43][C:44](=[O:45])[CH3:46].[CH3:47][CH2:48][OH:49].[CH:7]([CH3:8])([CH3:9])[c:10]1[cH:11][cH:12][c:13]([CH:16]2[C:17]([CH3:38])([CH3:39])[O:18][c:19]3[c:20]2[c:21]([CH3:37])[c:22]([O:27][CH2:28][c:29]2[cH:30][cH:31][c:32]([S:35][CH3:36])[cH:33][cH:34]2)[c:23]([CH3:26])[c:24]3[CH3:25])[cH:14][cH:15]1.[I+3:1]([O-:2])([O-:3])([O-:4])[O-:5].[Na+:6].[OH2:40]>>[CH:7]([CH3:8])([CH3:9])[c:10]1[cH:11][cH:12][c:13]([CH:16]2[C:17]([CH3:38])([CH3:39])[O:18][c:19]3[c:20]2[c:21]([CH3:37])[c:22]([O:27][CH2:28][c:29]2[cH:30][cH:31][c:32]([S:35]([CH3:36])=[O:43])[cH:33][cH:34]2)[c:23]([CH3:26])[c:24]3[CH3:25])[cH:14][cH:15]1.